describe an organic reaction: reactants, conditions, products, and yield From a dataset of the Open Reaction Database (ORD), a public repository of structured organic reaction records. Reactants: OC1CCc2cc(Br)ccc21, O=C([O-])O, ClCCl, [Na+], O=S(Cl)Cl. The product is ClC1CCc2cc(Br)ccc21. Reaction SMILES: [Br:5][c:6]1[cH:7][c:8]2[c:12]([cH:13][cH:14]1)[CH:11]([OH:15])[CH2:10][CH2:9]2.[C:16](=[O:17])([O-:18])[OH:19].[Cl:21][CH2:22][Cl:23].[Na+:20].[S:1]([Cl:2])([Cl:3])=[O:4]>>[Cl:3][CH:11]1[CH2:10][CH2:9][c:8]2[cH:7][c:6]([Br:5])[cH:14][cH:13][c:12]21.